Dataset: the Open Reaction Database (ORD), a public repository of structured organic reaction records. Task: describe an organic reaction: reactants, conditions, products, and yield Reactants: N(N)C(=O)C1=CC=C(C=C1)NC(CCC1=CC=CC=C1)=O (N-[4-(hydrazinocarbonyl)phenyl]-3-phenylpropanamide), N(N)C(=O)C1=CC=C(C=C1)NC(CCC1=CC=CC=C1)=O (N-[4-(hydrazinocarbonyl)phenyl]-3-phenylpropanamide), IC=1C=C2C(C(NC2=CC1)=O)=O (5-iodo-1H-indole-2,3-dione). The solvent is C(C)(=O)O (acetic acid). Run at temperature 100 celsius. Product: IC=1C=C2C(C(NC2=CC1)=O)=NNC(=O)C1=CC=C(C=C1)NC(CCC1=CC=CC=C1)=O (N-(4-{[2-(5-Iodo-2-oxo-1,2-dihydro-3H-indol-3-ylidene)hydrazino]carbonyl}phenyl)-3-phenylpropanamide). The yield is 77.0%. Reaction SMILES: [I:1][C:2]1[CH:3]=[C:4]2[C:8](=[CH:9][CH:10]=1)[NH:7][C:6](=[O:11])[C:5]2=O.[NH:13]([C:15]([C:17]1[CH:22]=[CH:21][C:20]([NH:23][C:24](=[O:33])[CH2:25][CH2:26][C:27]2[CH:32]=[CH:31][CH:30]=[CH:29][CH:28]=2)=[CH:19][CH:18]=1)=[O:16])[NH2:14]>C(O)(=O)C>[I:1][C:2]1[CH:3]=[C:4]2[C:8](=[CH:9][CH:10]=1)[NH:7][C:6](=[O:11])[C:5]2=[N:14][NH:13][C:15]([C:17]1[CH:18]=[CH:19][C:20]([NH:23][C:24](=[O:33])[CH2:25][CH2:26][C:27]2[CH:28]=[CH:29][CH:30]=[CH:31][CH:32]=2)=[CH:21][CH:22]=1)=[O:16]. Procedure: Into a suspension of 5-iodo-1H-indole-2,3-dione in acetic acid was added N-[4-(hydrazinocarbonyl)phenyl]-3-phenylpropanamide (compound B). After stirring at 100° C., the reaction mixture was cooled to rt and a yellow solid precipitated out. Filtration on a fritté, washing with AcOH, water and drying under vacuo at 60° C. overnight gave 360 mg of the title compound (77%) as a yellow powder in 99.4% purity by HPLC (Rt: 4.68, gradient of 8 min, MaxPlot detection between 230 and 400 nm). The reactants are N#Cc1c[nH]c2ccc(CCNC(=O)c3ccc(-c4ccnc(Cl)n4)cc3)cc12, CCN(CC)CCCCN. The product is CCN(CC)CCCCNc1nccc(-c2ccc(C(=O)NCCc3ccc4[nH]cc(C#N)c4c3)cc2)n1. Reaction SMILES: [C:11](#[N:12])[c:13]1[cH:14][nH:15][c:16]2[cH:17][cH:18][c:19]([CH2:22][CH2:23][NH:24][C:25]([c:26]3[cH:27][cH:28][c:29](-[c:32]4[n:33][c:34]([Cl:38])[n:35][cH:36][cH:37]4)[cH:30][cH:31]3)=[O:39])[cH:20][c:21]12.[CH2:1]([CH3:2])[N:3]([CH2:4][CH2:5][CH2:6][CH2:7][NH2:8])[CH2:9][CH3:10]>>[CH2:1]([CH3:2])[N:3]([CH2:4][CH2:5][CH2:6][CH2:7][NH:8][c:34]1[n:33][c:32](-[c:29]2[cH:28][cH:27][c:26]([C:25]([NH:24][CH2:23][CH2:22][c:19]3[cH:18][cH:17][c:16]4[nH:15][cH:14][c:13]([C:11]#[N:12])[c:21]4[cH:20]3)=[O:39])[cH:31][cH:30]2)[cH:37][cH:36][n:35]1)[CH2:9][CH3:10]. RXN SMILES: [ClH:29].[O:30]1[CH2:31][CH2:32][CH2:33][CH2:34]1.[c:1]1([CH:2]([NH:3][C:14](=[CH:15][C:16](=[O:17])[O:18][CH:19]([CH:20]=[C:21]([CH3:22])[CH3:23])[C:24]([Cl:25])([Cl:26])[Cl:27])[CH3:28])[CH3:4])[c:5]2[c:6]([cH:7][cH:8][cH:9][cH:10]2)[cH:11][cH:12][cH:13]1>>[C:14]([CH2:15][C:16](=[O:17])[O:18][CH:19]([CH:20]=[C:21]([CH3:22])[CH3:23])[C:24]([Cl:25])([Cl:26])[Cl:27])([CH3:28])=[O:30]. Product: CC(=O)CC(=O)OC(C=C(C)C)C(Cl)(Cl)Cl. Starting materials: Cl, C1CCOC1, CC(C)=CC(OC(=O)C=C(C)NC(C)c1cccc2ccccc12)C(Cl)(Cl)Cl. Starting materials: [OH-].[Na+] (sodium hydroxide), CC(C)N1NC(CC1C)=O (1-(1-methylethyl)-5-methyl-3-pyrazolidinone), O (Water), OO (hydrogen peroxide). Run in C(C)(=O)O (acetic acid). Conditions: temperature 22.5 celsius, time 15 hour. Product: CC(C)N1NC(C=C1C)=O (1,2-dihydro-1-(1-methylethyl)-5-methyl-3H-pyrazol-3-one). Reaction SMILES: [CH3:1][CH:2]([N:4]1[CH:8]([CH3:9])[CH2:7][C:6](=[O:10])[NH:5]1)[CH3:3].OO.O.[OH-].[Na+]>C(O)(=O)C>[CH3:1][CH:2]([N:4]1[C:8]([CH3:9])=[CH:7][C:6](=[O:10])[NH:5]1)[CH3:3] |f:3.4|. Procedure details: 1-(1-methylethyl)-5-methyl-3-pyrazolidinone (390 g; 2.74 mol) is dissolved in acetic acid (170 ml) with warming. 35% aqueous hydrogen peroxide (260 ml; 3.0 mol) is added within 3 h while keeping the temperature at about 65° C. The reaction mixture is then stirred at about 20 to 25° C. for 15 h. Water (1.2 L) is then added and the pH of the mixture is adjusted to about 7 by means of addition of approx. 1 L 50%-weight aqueous sodium hydroxide solution. Upon cooling to 5° C. the reaction mixture is... Starting materials: OC=1C=C(C=CC1)NC1=NC=C(C(=N1)NC1=CC(=CC=C1)O)F (N2,N4-bis(3-hydroxyphenyl)-5-fluoro-2,4-pyrimidinediamine), ClC1=NC=CC(=N1)Cl (2,4-dichloropyrimidine), OC=1C=C(N)C=CC1 (3-hydroxyaniline). Yields the product OC=1C=C(C=CC1)NC1=NC=CC(=N1)NC1=CC(=CC=C1)O (N2,N4-bis(3-hydroxyphenyl)-2,4-pyrimidinediamine). RXN SMILES: [OH:1][C:2]1[CH:3]=[C:4]([NH:8][C:9]2[N:14]=[C:13]([NH:15][C:16]3[CH:21]=[CH:20][CH:19]=[C:18]([OH:22])[CH:17]=3)[C:12](F)=[CH:11][N:10]=2)[CH:5]=[CH:6][CH:7]=1.ClC1N=C(Cl)C=CN=1.OC1C=C(C=CC=1)N>>[OH:1][C:2]1[CH:3]=[C:4]([NH:8][C:9]2[N:14]=[C:13]([NH:15][C:16]3[CH:21]=[CH:20][CH:19]=[C:18]([OH:22])[CH:17]=3)[CH:12]=[CH:11][N:10]=2)[CH:5]=[CH:6][CH:7]=1. Procedure: In a manner analogous to the preparation of N2,N4-bis(3-hydroxyphenyl)-5-fluoro-2,4-pyrimidinediamine, the reaction of 2,4-dichloropyrimidine with 3-hydroxyaniline gave N2,N4-bis(3-hydroxyphenyl)-2,4-pyrimidinediamine. LCMS: ret. time: 16.21 min.; purity: 100%; MS (m/e): 295 (MH+).